This data is from the Open Reaction Database (ORD), a public repository of structured organic reaction records. The task is: describe an organic reaction: reactants, conditions, products, and yield The reactants are CCOC(=O)c1c(O)c2cnc(-c3ccccc3)nc2n(CCOC)c1=O, CCN(CC)CCN, CCO. Product: CCN(CC)CCNC(=O)c1c(O)c2cnc(-c3ccccc3)nc2n(CCOC)c1=O. Reaction SMILES: [CH2:1]([O:3][C:4](=[O:2])[c:6]1[c:7]([OH:27])[c:8]2[c:9]([n:10][c:11](-[c:14]3[cH:15][cH:16][cH:17][cH:18][cH:19]3)[n:12][cH:13]2)[n:20]([CH2:23][CH2:24][O:25][CH3:26])[c:21]1=[O:22])[CH3:5].[CH2:28]([CH3:29])[N:30]([CH2:31][CH2:32][NH2:33])[CH2:34][CH3:35].[CH3:36][CH2:37][OH:38]>>[O:3]=[C:4]([c:6]1[c:7]([OH:27])[c:8]2[c:9]([n:10][c:11](-[c:14]3[cH:15][cH:16][cH:17][cH:18][cH:19]3)[n:12][cH:13]2)[n:20]([CH2:23][CH2:24][O:25][CH3:26])[c:21]1=[O:22])[NH:33][CH2:32][CH2:31][N:30]([CH2:28][CH3:29])[CH2:34][CH3:35]. Starting materials: C(=O)(OC(C)(C)C)N1C[C@H](OCC1)CC1=CC(=C(C=C1)O)Cl (N-BOC-(R)-2-(3-chloro-4-hydroxybenzyl)morpholine), intermediate ( a ), N1=CC(=CC=C1)CO (3-pyridinyl carbinol), CC(C)OC(=O)/N=N/C(=O)OC(C)C (diisopropylazodicarboxylate). The solvent is ClCCl (dichloromethane), ClCCl (dichloromethane). Run at time 20 minute. Yields the product ClC=1C=C(C[C@@H]2CNCCO2)C=CC1OCC=1C=NC=CC1 ((R)-2-(3-chloro-4-(3-pyridinylmethoxy)benzyl)morpholine), example 44. Reaction SMILES: C([N:8]1[CH2:13][CH2:12][O:11][C@H:10]([CH2:14][C:15]2[CH:20]=[CH:19][C:18]([OH:21])=[C:17]([Cl:22])[CH:16]=2)[CH2:9]1)(OC(C)(C)C)=O.[N:23]1[CH:28]=[CH:27][CH:26]=[C:25]([CH2:29]O)[CH:24]=1.CC(OC(/N=N/C(OC(C)C)=O)=O)C>ClCCl>[Cl:22][C:17]1[CH:16]=[C:15]([CH:20]=[CH:19][C:18]=1[O:21][CH2:29][C:25]1[CH:24]=[N:23][CH:28]=[CH:27][CH:26]=1)[CH2:14][C@H:10]1[O:11][CH2:12][CH2:13][NH:8][CH2:9]1. Reported procedure: N-BOC-(R)-2-(3-chloro-4-hydroxybenzyl)morpholine, example 7, intermediate (a) (53 mg, 0.16 mmol), was dissolved in dichloromethane (4 mL) with 3-pyridinyl carbinol (35 mg, 0.32 mmol) shaken at room temperature for 20 mins and diisopropylazodicarboxylate (65 mg, 0.32 mmol) added in one portion. dichloromethane (6 mL) was added to solvate the polymer. The reaction mixture was shaken for 24 hrs then filtered. Polymer supported toluenesulfonyl chloride (0.18 g, 2.82 mmol/g) and MP-carbonate (0.39 g,...